Dataset: the Open Reaction Database (ORD), a public repository of structured organic reaction records. Task: describe an organic reaction: reactants, conditions, products, and yield Starting materials: O (water), [Cl-].[Cl-].[Cl-].[Al+3] (Aluminium trichloride), BrC1=CC=C(C=C1)CC(=O)Cl (4-bromophenylacetyl chloride), CC1(CCC(C2=CC=CC=C12)(C)C)C (1,1,4,4-tetramethyl-1,2,3,4-tetrahydronaphthalene). Solvent: ClCCl (dichloromethane). Run at time 30 minute. Yields the product white solid, CC1(C=2C=CC(=CC2C(CC1)(C)C)C(CC1=CC=C(C=C1)Br)=O)C (4-[1-(5,6,7,8-tetrahydro-5,5,8,8-tetramethyl-2-naphthalenyl)-1-oxo-2-ethyl]bromobenzene). The yield is 63.0%. RXN SMILES: [Cl-].[Cl-].[Cl-].[Al+3].[Br:5][C:6]1[CH:11]=[CH:10][C:9]([CH2:12][C:13](Cl)=[O:14])=[CH:8][CH:7]=1.[CH3:16][C:17]1([CH3:29])[C:26]2[C:21](=[CH:22][CH:23]=[CH:24][CH:25]=2)[C:20]([CH3:28])([CH3:27])[CH2:19][CH2:18]1.O>ClCCl>[CH3:16][C:17]1([CH3:29])[CH2:18][CH2:19][C:20]([CH3:28])([CH3:27])[C:21]2[CH:22]=[C:23]([C:13](=[O:14])[CH2:12][C:9]3[CH:10]=[CH:11][C:6]([Br:5])=[CH:7][CH:8]=3)[CH:24]=[CH:25][C:26]1=2 |f:0.1.2.3|. Procedure: Aluminium trichloride (4.33 g, 32.5 mmol) and 4-bromophenylacetyl chloride (5.55 g, 23.2 mmol) are added successively at −30° C. to a solution of 1,1,4,4-tetramethyl-1,2,3,4-tetrahydronaphthalene (4.36 g, 23.2 mmol) in 300 ml of dichloromethane. The temperature is allowed to rise to 0° C. in 30 minutes, the reaction mixture is poured over 400 ml of a volume to volume mixture of ice and water and this is extracted with dichloromethane. The organic phase is dried over MgSO4, filtered and evaporate... The yield is 101.2%. RXN SMILES: [CH2:1]1[CH2:6][CH2:5][C:4]([CH2:11][NH2:12])([CH2:7][C:8]([OH:10])=[O:9])[CH2:3][CH2:2]1.[C:13]([O:18][CH:19]([O:21][C:22](OC1CC(=O)NC1=O)=[O:23])[CH3:20])(=[O:17])[CH:14]([CH3:16])[CH3:15]>O.C(#N)C.C(OC)(C)(C)C>[C:13]([O:18][CH:19]([O:21][C:22]([NH:12][CH2:11][C:4]1([CH2:7][C:8]([OH:10])=[O:9])[CH2:3][CH2:2][CH2:1][CH2:6][CH2:5]1)=[O:23])[CH3:20])(=[O:17])[CH:14]([CH3:16])[CH3:15]. The reactants are C1CCC(CC1)(CC(=O)O)CN (gabapentin), C(C(C)C)(=O)OC(C)OC(=O)OC1C(=O)NC(C1)=O ([(1-isobutanoyloxyethoxy)carbonyloxy]succinimide). The product is C(C(C)C)(=O)OC(C)OC(=O)NCC1(CCCCC1)CC(=O)O ({[(1-Isobutanoyloxyethoxy)carbonyl]aminomethyl}-1-Cyclohexane Acetic Acid). The solvent is O (water), C(C)#N (acetonitrile), C(C)(C)(C)OC (methyl tert-butyl ether). Run at time 3 hour. Procedure: To a solution of gabapentin (6.8 g, 0.04 mole) in water (40 mL) is added a solution of [(1-isobutanoyloxyethoxy)carbonyloxy]succinimide (10 g, 0.036 mol) in acetonitrile (40 mL) over a period of 30 minutes. The reaction is stirred at ambient temperature for 3 hours. The reaction mixture is diluted with methyl tert-butyl ether (200 mL), washed with water (2×100 mL) and brine (50 mL). The organic phase is separated, dried over anhydrous sodium sulfate, filtered, and concentrated in vacuo to afford... The reactants are OCC=1CS[C@H]2N(C1C(=O)O)C(C2NC(=O)OCC2=CC=C(C=C2)[N+](=O)[O-])=O (3-Hydroxymethyl-7-(p-nitrobenzyloxycarbonylamino) 3-cephem-4-carboxylic acid), ClS(=O)(=O)N=C=O (Chlorosulphonylisocyanate). Solvent: C(C)#N (acetonitrile). The product is C(N)(=O)OCC=1CS[C@H]2N(C1C(=O)O)C(C2NC(=O)OCC2=CC=C(C=C2)[N+](=O)[O-])=O (3-carbamoyloxymethyl-7-(p-nitrobenzyloxycarbonylamino)-3-cephem-4-carboxylic acid). RXN SMILES: [OH:1][CH2:2][C:3]1[CH2:4][S:5][C@@H:6]2[CH:13]([NH:14][C:15]([O:17][CH2:18][C:19]3[CH:24]=[CH:23][C:22]([N+:25]([O-:27])=[O:26])=[CH:21][CH:20]=3)=[O:16])[C:12](=[O:28])[N:7]2[C:8]=1[C:9]([OH:11])=[O:10].ClS([N:33]=[C:34]=[O:35])(=O)=O>C(#N)C>[C:34]([O:1][CH2:2][C:3]1[CH2:4][S:5][C@@H:6]2[CH:13]([NH:14][C:15]([O:17][CH2:18][C:19]3[CH:24]=[CH:23][C:22]([N+:25]([O-:27])=[O:26])=[CH:21][CH:20]=3)=[O:16])[C:12](=[O:28])[N:7]2[C:8]=1[C:9]([OH:11])=[O:10])(=[O:35])[NH2:33]. Procedure: 3-Hydroxymethyl-7-(p-nitrobenzyloxycarbonylamino) 3-cephem-4-carboxylic acid (2.0 g.; 5 m. mole) was suspended in dry acetonitrile (100 ml) and with stirring was cooled to 0°-5° C. under nitrogen. Chlorosulphonylisocyanate (1.1 ml.; 12.5 m. mole) was added dripwise under nitrogen giving a clear solution almost immediately after the addition. The solution was stirred for 1 hour at 0°-5° C. and evaporated to dryness. The resulting gum was dissolved in aqueous sodium bicarbonate such that the final... The reactants are CCc1cc(C(=N)NO)cc(C)c1O, COc1cccc(C)c1O. The product is COc1cc(C(=N)NO)cc(C)c1O. RXN SMILES: [CH2:11]([c:12]1[cH:13][c:14]([C:16](=[NH:17])[NH:18][OH:19])[cH:15][c:20]([CH3:21])[c:22]1[OH:23])[CH3:24].[CH3:1][O:2][c:3]1[c:4]([OH:10])[c:5]([CH3:9])[cH:6][cH:7][cH:8]1>>[CH3:1][O:2][c:3]1[c:4]([OH:10])[c:5]([CH3:9])[cH:6][c:7]([C:16](=[NH:17])[NH:18][OH:19])[cH:8]1. The reactants are O=[N+]([O-])c1oc2ccc(CBr)cc2c1-c1ccccc1, CC[O-], CCO, [Na+], CCOC(=O)Cc1cccc(O)c1. The product is CCOC(=O)Cc1cccc(OCc2ccc3oc([N+](=O)[O-])c(-c4ccccc4)c3c2)c1. RXN SMILES: [Br:18][CH2:19][c:20]1[cH:21][cH:22][c:23]2[c:24]([c:25](-[c:31]3[cH:32][cH:33][cH:34][cH:35][cH:36]3)[c:26]([N+:28](=[O:29])[O-:30])[o:27]2)[cH:37]1.[CH3:2][CH2:3][O-:4].[CH3:38][CH2:39][OH:40].[Na+:1].[OH:5][c:6]1[cH:7][c:8]([CH2:12][C:13](=[O:14])[O:15][CH2:16][CH3:17])[cH:9][cH:10][cH:11]1>>[O:5]([c:6]1[cH:7][c:8]([CH2:12][C:13](=[O:14])[O:15][CH2:16][CH3:17])[cH:9][cH:10][cH:11]1)[CH2:19][c:20]1[cH:21][cH:22][c:23]2[c:24]([c:25](-[c:31]3[cH:32][cH:33][cH:34][cH:35][cH:36]3)[c:26]([N+:28](=[O:29])[O-:30])[o:27]2)[cH:37]1. The reactants are FC(C(=O)N[C@@H](CC1=CC=C(C=C1)[N+](=O)[O-])C(=O)O)(F)F (N-trifluoroacetyl-4-nitro-phenylalanine), C(C)(=O)OC(C)=O (acetic anhydride), [H][H] (hydrogen). RXN SMILES: [F:1][C:2]([F:21])([F:20])[C:3]([NH:5][C@H:6]([C:17]([OH:19])=[O:18])[CH2:7][C:8]1[CH:13]=[CH:12][C:11]([N+:14]([O-])=O)=[CH:10][CH:9]=1)=[O:4].[C:22](OC(=O)C)(=[O:24])[CH3:23].[H][H]>[Pd].C(O)(=O)C>[F:1][C:2]([F:21])([F:20])[C:3]([NH:5][C@H:6]([C:17]([OH:19])=[O:18])[CH2:7][C:8]1[CH:13]=[CH:12][C:11]([NH:14][C:22](=[O:24])[CH3:23])=[CH:10][CH:9]=1)=[O:4]. The solvent is C(C)(=O)O (acetic acid). Reagents/catalysts: [Pd] (palladium/charcoal). Procedure details: A mixture of 60.8 g (0.2 Mol) of N-trifluoroacetyl-4-nitro-phenylalanine, 250 ml of glacial acetic acid, 94 ml (1.0 Mol) of acetic anhydride and 10 g 10% palladium/charcoal is hydrogenated for 5 hours at 50° C. under 5 bars of hydrogen. The mixture is then suction filtered and the filtrate is evaporated to dryness. Yields the product FC(C(=O)N[C@@H](CC1=CC=C(C=C1)NC(C)=O)C(=O)O)(F)F (N-Trifluoroacetyl-4-acetylamino-phenylalanine).